This data is from the Open Reaction Database (ORD), a public repository of structured organic reaction records. The task is: describe an organic reaction: reactants, conditions, products, and yield Starting materials: CC(=O)OC(C)=O, CCOC(=O)CN, c1ccncc1. Product: CCOC(=O)CNC(C)=O. RXN SMILES: [C:1]([CH3:2])(=[O:3])[O:4][C:5](=[O:6])[CH3:7].[NH2:8][CH2:9][C:10](=[O:11])[O:12][CH2:13][CH3:14].[cH:15]1[cH:16][cH:17][n:18][cH:19][cH:20]1>>[C:1]([CH3:2])(=[O:3])[NH:8][CH2:9][C:10](=[O:11])[O:12][CH2:13][CH3:14]. Reactants: OCSC[C@H](NC(CC[C@H](N)C(=O)O)=O)C(=O)NCC(=O)O (S-hydroxylmethylglutathione), N[C@H](C(=O)O)CCC(=O)N[C@@H](CS)C(=O)NCC(=O)O (glutathione), C(=O)SC[C@H](NC(CC[C@H](N)C(=O)O)=O)C(=O)NCC(=O)O (S-formylglutathione). Yields the product N[C@H](C(=O)O)CCC(=O)N[C@@H](CS)C(=O)NCC(=O)O (glutathione), C=O (formaldehyde). Reaction SMILES: [NH2:1][C@@H:2]([CH2:6][CH2:7][C:8]([NH:10][C@H:11]([C:14]([NH:16][CH2:17][C:18]([OH:20])=[O:19])=[O:15])[CH2:12][SH:13])=[O:9])[C:3]([OH:5])=[O:4].[CH:21](SC[C@@H](C(NCC(O)=O)=O)NC(=O)CC[C@@H](C(O)=O)N)=[O:22].OCSC[C@@H](C(NCC(O)=O)=O)NC(=O)CC[C@@H](C(O)=O)N>>[NH2:1][C@@H:2]([CH2:6][CH2:7][C:8]([NH:10][C@H:11]([C:14]([NH:16][CH2:17][C:18]([OH:20])=[O:19])=[O:15])[CH2:12][SH:13])=[O:9])[C:3]([OH:5])=[O:4].[CH2:21]=[O:22]. Procedure: To be exact, the glutathione-dependent formaldehyde dehydrogenase (EC 1.2.1.1) used in the present invention is an enzyme reversibly catalyzes the production of S-formylglutathione and reduced coenzyme in the presence of oxidized coenzyme, using, as a substrate, S-hydroxylmethylglutathione non-enzymatically produced from glutathione and formaldehyde. Starting materials: C(C)(C)S(=O)(=O)NC=1C=C(C(=O)C2=CC=CC=C2)C=CC1[N+](=O)[O-] (3-(isopropylsulfonyl)amino-4-nitrobenzophenone), [Cl-].[Na+] (sodium chloride), O1CCCC1 (tetrahydrofuran), S(=O)([O-])S(=O)[O-].[Na+].[Na+] (sodium hydrosulfite). Run in O (water). Yields the product C(C)(C)S(=O)(=O)NC=1C=C(C(=O)C2=CC=CC=C2)C=CC1N (3-(isopropylsulfonyl)amino-4-aminobenzophenone). As a reaction SMILES: [CH:1]([S:4]([NH:7][C:8]1[CH:9]=[C:10]([CH:19]=[CH:20][C:21]=1[N+:22]([O-])=O)[C:11]([C:13]1[CH:18]=[CH:17][CH:16]=[CH:15][CH:14]=1)=[O:12])(=[O:6])=[O:5])([CH3:3])[CH3:2].O1CCCC1.S(S([O-])=O)([O-])=O.[Na+].[Na+].[Cl-].[Na+]>O>[CH:1]([S:4]([NH:7][C:8]1[CH:9]=[C:10]([CH:19]=[CH:20][C:21]=1[NH2:22])[C:11]([C:13]1[CH:18]=[CH:17][CH:16]=[CH:15][CH:14]=1)=[O:12])(=[O:6])=[O:5])([CH3:3])[CH3:2] |f:2.3.4,5.6|. Reported procedure: A solution of 3.91 g. (0.0112 m.) of 3-(isopropylsulfonyl)amino-4-nitrobenzophenone in 60 ml. of tetrahydrofuran (THF) was added dropwise over a period of 30 minutes to a stirred solution of 23.7 g. of sodium hydrosulfite in 200 ml. of water. After 60 minutes of additional stirring, solid sodium chloride was added and the layers were separated. The aqueous layer was extracted with THF, and the combined THF extracts were washed with a saturated solution of sodium chloride. Evaporation of the THF ... The reactants are Cl (HCl), C(C)(C)(C)OC(NCC1CCC(CC1)NC(=O)C1=CC=CC2=CC=CC=C12)=O (tert-butyl[4-(1-naphthoyl-amino)cyclohexyl]methylcarbamate). The solvent is O1CCOCC1 (dioxane), ClCCl (dichloromethane). Conditions: time 8 hour. Yields the product NCC1CCC(CC1)NC(=O)C1=CC=CC2=CC=CC=C12 (N1-[4-(AMINOMETHYL)CYCLOHEXYL]-1-NAPHTHAMIDE). As a reaction SMILES: Cl.C(OC(=O)[NH:8][CH2:9][CH:10]1[CH2:15][CH2:14][CH:13]([NH:16][C:17]([C:19]2[C:28]3[C:23](=[CH:24][CH:25]=[CH:26][CH:27]=3)[CH:22]=[CH:21][CH:20]=2)=[O:18])[CH2:12][CH2:11]1)(C)(C)C>O1CCOCC1.ClCCl>[NH2:8][CH2:9][CH:10]1[CH2:11][CH2:12][CH:13]([NH:16][C:17]([C:19]2[C:28]3[C:23](=[CH:24][CH:25]=[CH:26][CH:27]=3)[CH:22]=[CH:21][CH:20]=2)=[O:18])[CH2:14][CH2:15]1. Procedure details: HCl in dioxane (10 mL, 4 N) was added to a solution of tert-butyl[4-(1-naphthoyl-amino)cyclohexyl]methylcarbamate (0.350 g) in dichloromethane (20 mL), stirred overnight, concentrated in vacuo, giving the desired product: 1H NMR δ 8.24 (dd, 1 H, J=1.2, 8.7 Hz), 7.85 (dt, 2 H, J=2.7, 9.7 Hz), 7.60-7.30 (m, 4 H), 5.98 (m, 1 H), 4.02 (m, 1 H), 3.80-3.40 (m, 4 H), 2.53 (d, 2 H, J=6.0 Hz), 2.02 (ABq, 4 H), 1.41-1.90 (m, 4 H). Starting materials: Fc1ccc(Br)cc1, O=C([O-])[O-], COCCOC, COC(C)(C)C, Cc1c(Cl)cc(B2OC(C)(C)C(C)(C)O2)cc1Cl, [K+], [K+], CC(=O)[O-], CC(=O)[O-], O, [Pd+2], c1ccc(P(c2ccccc2)c2ccccc2)cc1. The product is Cc1c(Cl)cc(-c2ccc(F)cc2)cc1Cl. RXN SMILES: [Br:19][c:20]1[cH:21][cH:22][c:23]([F:26])[cH:24][cH:25]1.[C:27](=[O:28])([O-:29])[O-:30].[CH3:52][O:53][CH2:54][CH2:55][O:56][CH3:57].[CH3:68][O:69][C:70]([CH3:71])([CH3:72])[CH3:73].[Cl:1][c:2]1[cH:3][c:4]([B:10]2[O:11][C:12]([CH3:13])([CH3:14])[C:15]([CH3:16])([CH3:17])[O:18]2)[cH:5][c:6]([Cl:9])[c:7]1[CH3:8].[K+:31].[K+:32].[O-:59][C:60]([CH3:61])=[O:62].[O-:63][C:64]([CH3:65])=[O:66].[OH2:67].[Pd+2:58].[c:33]1([P:34]([c:35]2[cH:36][cH:37][cH:38][cH:39][cH:40]2)[c:41]2[cH:42][cH:43][cH:44][cH:45][cH:46]2)[cH:47][cH:48][cH:49][cH:50][cH:51]1>>[Cl:1][c:2]1[cH:3][c:4](-[c:20]2[cH:21][cH:22][c:23]([F:26])[cH:24][cH:25]2)[cH:5][c:6]([Cl:9])[c:7]1[CH3:8]. Reactants: BrCCCCCCOC=1C=C2C=CN(C2=CC1)C1=CC=C(C=C1)F (5-(6-Bromo-hexyloxy)-1-(4-fluoro-phenyl)-1H-indole), cyclopropyl-methyl amine·CF3CO2H, [H-].[Na+] (NaH), CN(C)C=O (DMF), CCOCC (ether), O (water). The product is C1(CC1)N(C)CCCCCCOC=1C=C2C=CN(C2=CC1)C1=CC=C(C=C1)F (Cyclopropyl-{6-[1-(4-fluoro-phenyl)-1H-indol-5-yloxy]-hexyl}-methyl-amine). Yield: 73.0%. Reaction SMILES: Br[CH2:2][CH2:3][CH2:4][CH2:5][CH2:6][CH2:7][O:8][C:9]1[CH:10]=[C:11]2[C:15](=[CH:16][CH:17]=1)[N:14]([C:18]1[CH:23]=[CH:22][C:21]([F:24])=[CH:20][CH:19]=1)[CH:13]=[CH:12]2.[H-].[Na+].[CH3:27][CH2:28]OCC.O.[CH3:33][N:34]([CH:36]=O)C>>[CH:36]1([N:34]([CH2:2][CH2:3][CH2:4][CH2:5][CH2:6][CH2:7][O:8][C:9]2[CH:10]=[C:11]3[C:15](=[CH:16][CH:17]=2)[N:14]([C:18]2[CH:23]=[CH:22][C:21]([F:24])=[CH:20][CH:19]=2)[CH:13]=[CH:12]3)[CH3:33])[CH2:28][CH2:27]1 |f:1.2|. Procedure details: 195 mg (0.5 mmol) 5-(6-Bromo-hexyloxy)-1-(4-fluoro-phenyl)-1H-indole in 2.5 ml DMF were treated with 185 mg (1 mmol) cyclopropyl-methyl amine·CF3CO2H and 96 mg (2 mmol, 50% in mineral oil) NaH at RT for 2 h and at 60° C. for 3 h. At RT, ether and water were added and the inorganic phase was extracted with ether. The combined organic phases were washed with water, dried over Na2SO4 and evaporated. Purification on silica gel with hexane/ether 1:1 yielded 140 mg (73%) Cyclopropyl-{6-[1-(4-fluoro-ph... The reactants are [OH-].[Na+] (NaOH), O (water), [H-].[H-].[H-].[H-].[Li+].[Al+3] (LiAlH4), COC1=C2C=CC=C(C2=CC=C1)C#N (5-methoxynaphthalene-1-carbonitrile), O (Water). Solvent: C1CCOC1 (THF). Reaction conditions: temperature 90 celsius. Yields the product COC1=C2C=CC=C(C2=CC=C1)CN (5-Methoxynaphthalen-1-ylmethylamine). As a reaction SMILES: [H-].[H-].[H-].[H-].[Li+].[Al+3].[CH3:7][O:8][C:9]1[CH:18]=[CH:17][CH:16]=[C:15]2[C:10]=1[CH:11]=[CH:12][CH:13]=[C:14]2[C:19]#[N:20].O.[OH-].[Na+]>C1COCC1>[CH3:7][O:8][C:9]1[CH:18]=[CH:17][CH:16]=[C:15]2[C:10]=1[CH:11]=[CH:12][CH:13]=[C:14]2[CH2:19][NH2:20] |f:0.1.2.3.4.5,8.9|. Procedure details: To a solution of LiAlH4 (244 mg, 6.44 mmol) in THF (30 mL) at rt under nitrogen was added 5-methoxynaphthalene-1-carbonitrile (Preparation 11) (513 mg, 2.80 mmol). The reaction mixture was heated to 90° C. for 3 h, then cooled to rt. Water (0.25 mL) was added followed by 1M NaOH (0.25 mL) and water (0.5 mL). The mixture was filtered through Celite and the solvent removed in vacuo to give the title compound: RT=1.99 min; m/z (ES+)=188.0 [M+H]+. Reactants: N(=O)[O-].[Na+] (sodium nitrite), NC1=CC=C(C=C1)C=1C2CC2C(NN1)=O (2-(p-aminophenyl)-3,4-diaza-bicyclo[4.1.0]hept-2-en-5-one), C([O-])([O-])=O.[Na+].[Na+] (sodium carbonate), [Cu]C#N (copper-(I) cyanide), [C-]#N.[K+] (potassium cyanide). The solvent is C1(=CC=CC=C1)C (toluene), O (water), Cl (hydrochloric acid), O (water), O (water). Reaction conditions: temperature 0 celsius, time 20 hour. Yields the product C(#N)C1=CC=C(C=C1)C=1C2CC2C(NN1)=O (2-(p-cyanophenyl)-3,4-diaza-bicyclo[4.1.0]hept-2-en-5-one). Isolated yield 89.8%. As a reaction SMILES: N([O-])=O.[Na+].N[C:6]1[CH:11]=[CH:10][C:9]([C:12]2[CH:13]3[CH:15]([C:16](=[O:19])[NH:17][N:18]=2)[CH2:14]3)=[CH:8][CH:7]=1.C(=O)([O-])[O-].[Na+].[Na+].[Cu][C:27]#[N:28].[C-]#N.[K+]>O.Cl.C1(C)C=CC=CC=1>[C:27]([C:6]1[CH:11]=[CH:10][C:9]([C:12]2[CH:13]3[CH:15]([C:16](=[O:19])[NH:17][N:18]=2)[CH2:14]3)=[CH:8][CH:7]=1)#[N:28] |f:0.1,3.4.5,7.8|. Reported procedure: A cold solution of 2.4 g (34.8 millimoles) of sodium nitrite in 20 ml of water is added to a solution of 7.0 g (34.8 millimoles) of 2-(p-aminophenyl)-3,4-diaza-bicyclo[4.1.0]hept-2-en-5-one (see Example 8a) in 26 ml of concentrated hydrochloric acid and 260 ml of water whilst stirring at 0° C. The mixture is then stirred for a further 10 minutes, at 0°-5° C., after which it is neutralized with sodium carbonate at the same temperature. The resulting solution is added dropwise, whilst stirring, to... Reactants: FC1=C(C=CC=C1CO)N1CCC(CC1)(O)C=1C=NC=CC1 (1-[2-Fluoro-3-(hydroxymethyl)phenyl]-4-(pyridin-3-yl)piperidin-4-ol), CN(C)C=O (DMF), C1=CN(C=N1)C(=O)N2C=CN=C2 (CDI), C(O)(O)=O.NC(=N)N (Guanidine carbonate). Run in O (Water). Conditions: time 2 hour. Yields the product C(N)(=N)NC(OCC1=C(C(=CC=C1)N1CCC(CC1)(C=1C=NC=CC1)O)F)=O (2-fluoro-3-[4-hydroxy-4-(pyridin-3-yl)piperidin-1-yl]benzyl carbamimidoylcarbamate). As a reaction SMILES: [F:1][C:2]1[C:7]([CH2:8][OH:9])=[CH:6][CH:5]=[CH:4][C:3]=1[N:10]1[CH2:15][CH2:14][C:13]([C:17]2[CH:18]=[N:19][CH:20]=[CH:21][CH:22]=2)([OH:16])[CH2:12][CH2:11]1.C[N:24](C=O)C.C1N=CN([C:33]([N:35]2[CH:39]=[N:38]C=C2)=[O:34])C=1.C(=O)(O)O.NC(N)=N>O>[C:39]([NH:35][C:33](=[O:34])[O:9][CH2:8][C:7]1[CH:6]=[CH:5][CH:4]=[C:3]([N:10]2[CH2:11][CH2:12][C:13]([OH:16])([C:17]3[CH:18]=[N:19][CH:20]=[CH:21][CH:22]=3)[CH2:14][CH2:15]2)[C:2]=1[F:1])(=[NH:38])[NH2:24] |f:3.4|. Procedure details: 1-[2-Fluoro-3-(hydroxymethyl)phenyl]-4-(pyridin-3-yl)piperidin-4-ol (187 mg), DMF (5.5 ml), and CDI (201 mg) were mixed, followed by stirring at room temperature for 2 hours. Guanidine carbonate (279 mg) was added to the reaction mixture, followed by stirring at room temperature overnight. Water was added to the reaction mixture, followed by ice-cooling and stirring for 30 minutes, and the generated solid was collected by filtration, washed with water, and then dried at 50° C. under reduced pres... The reactants are BrC1=C(C=CC=C1)NC(=O)NC1=C(C(=C(C=C1)Cl)S(=O)(=O)NCCCNC(=O)OC(C)(C)C)O (N-(2-bromophenyl)-N′-[3-[N″-[3-(tert-butoxycarbonylamino)-propyl]aminosulfonyl]-4-chloro-2-hydroxyphenyl] urea). Solvent: Cl (HCl), O1CCOCC1 (1,4-dioxane). Product: Cl.NCCCNS(=O)(=O)C=1C(=C(C=CC1Cl)NC(=O)NC1=C(C=CC=C1)Br)O (N-[3-[N″-(3-aminopropyl)aminosulfonyl]-4-chloro-2-hydroxyphenyl]-N′-(2-bromophenyl) urea hydrochloride). Isolated yield 171.6%. Reaction SMILES: [Br:1][C:2]1[CH:7]=[CH:6][CH:5]=[CH:4][C:3]=1[NH:8][C:9]([NH:11][C:12]1[CH:17]=[CH:16][C:15]([Cl:18])=[C:14]([S:19]([NH:22][CH2:23][CH2:24][CH2:25][NH:26]C(OC(C)(C)C)=O)(=[O:21])=[O:20])[C:13]=1[OH:34])=[O:10]>Cl.O1CCOCC1>[ClH:18].[NH2:26][CH2:25][CH2:24][CH2:23][NH:22][S:19]([C:14]1[C:13]([OH:34])=[C:12]([NH:11][C:9]([NH:8][C:3]2[CH:4]=[CH:5][CH:6]=[CH:7][C:2]=2[Br:1])=[O:10])[CH:17]=[CH:16][C:15]=1[Cl:18])(=[O:21])=[O:20] |f:3.4|. Procedure: A solution of N-(2-bromophenyl)-N′-[3-[N″-[3-(tert-butoxycarbonylamino)-propyl]aminosulfonyl]-4-chloro-2-hydroxyphenyl] urea (59 mg, 0.102 mmol) in 1 mL of 4.0 M HCl in 1,4-dioxane was stirred at room temperature for 10 min. The solvent was concentrated. Recrystallization from acetone and hexane produced desired product (45 mg, 85%). LC-MS 477.0 (M+).